This data is from the Open Reaction Database (ORD), a public repository of structured organic reaction records. The task is: describe an organic reaction: reactants, conditions, products, and yield Solvent: ClCCl (dichloromethane). Conditions: time 24 hour. Isolated yield 99.0%. Procedure details: To a solution of 2-bromomethyl-3-methyl-butyric acid (52.1 g, 0.267 mol) in dichloromethane (150 ml) was added concentrated sulphuric acid (2.85 ml) and isobutylene (150 ml). The mixture was stirred in a Parr vessel at room temperature for 24 hours. The mixture was slowly added to a saturated solution of sodium hydrogencarbonate (300 ml) and extracted with dichloromethane (50 ml). The organic layer was washed with brine (100 ml), separated, dried over magnesium sulphate, filtered and the solvent... Reaction SMILES: [Br:1][CH2:2][CH:3]([CH:7]([CH3:9])[CH3:8])[C:4]([OH:6])=[O:5].S(=O)(=O)(O)O.[CH3:15][C:16](=[CH2:18])[CH3:17].C(=O)([O-])O.[Na+]>ClCCl>[C:16]([O:5][C:4](=[O:6])[CH:3]([CH2:2][Br:1])[CH:7]([CH3:9])[CH3:8])([CH3:18])([CH3:17])[CH3:15] |f:3.4|. The reactants are BrCC(C(=O)O)C(C)C (2-bromomethyl-3-methyl-butyric acid), S(O)(O)(=O)=O (sulphuric acid), CC(C)=C (isobutylene), C(O)([O-])=O.[Na+] (sodium hydrogencarbonate). Yields the product C(C)(C)(C)OC(C(C(C)C)CBr)=O (2-Bromomethyl-3-methyl-butyric acid tert-butyl ester). Reactants: C(C)OC1=CC=C(C=C1)C=1C=CC(=C(C=O)C1)F (5-(4-ethoxyphenyl)-2-fluorobenzaldehyde), SCCCC(=O)OCC (ethyl 4-mercaptobutyrate). Yields the product C(C)OC1=CC=C(C=C1)C1=CC(=C(C=C1)SCCCC(=O)OCC)C=O (ethyl 4-(4-(4-ethoxyphenyl)-2-formylphenylthio)butyrate). Yield: 73.0%. Reaction SMILES: [CH2:1]([O:3][C:4]1[CH:9]=[CH:8][C:7]([C:10]2[CH:11]=[CH:12][C:13](F)=[C:14]([CH:17]=2)[CH:15]=[O:16])=[CH:6][CH:5]=1)[CH3:2].[SH:19][CH2:20][CH2:21][CH2:22][C:23]([O:25][CH2:26][CH3:27])=[O:24]>>[CH2:1]([O:3][C:4]1[CH:9]=[CH:8][C:7]([C:10]2[CH:11]=[CH:12][C:13]([S:19][CH2:20][CH2:21][CH2:22][C:23]([O:25][CH2:26][CH3:27])=[O:24])=[C:14]([CH:15]=[O:16])[CH:17]=2)=[CH:6][CH:5]=1)[CH3:2]. Procedure details: Ethyl 4-(4-(4-ethoxyphenyl)-2-formylphenylthio)butyrate was synthesized from 5-(4-ethoxyphenyl)-2-fluorobenzaldehyde and ethyl 4-mercaptobutyrate in the same manner as Example 2. After concentration of an extracted solution, crystallization from hexane/isopropyl ether yielded ethyl 4-(4-(4-ethoxyphenyl)-2-formylphenylthio)butyrate (Yield 73%) as yellow crystals. The reactants are CO, CCOC(=O)c1cc(-c2ccc(OC)cc2)c(-c2ccc(F)cc2)s1, [K+], [OH-]. The product is COc1ccc(-c2cc(C(=O)O)sc2-c2ccc(F)cc2)cc1. As a reaction SMILES: [CH3:28][OH:29].[F:1][c:2]1[cH:3][cH:4][c:5](-[c:8]2[c:9](-[c:18]3[cH:19][cH:20][c:21]([O:24][CH3:25])[cH:22][cH:23]3)[cH:10][c:11]([C:13](=[O:14])[O:15][CH2:16][CH3:17])[s:12]2)[cH:6][cH:7]1.[K+:27].[OH-:26]>>[F:1][c:2]1[cH:3][cH:4][c:5](-[c:8]2[c:9](-[c:18]3[cH:19][cH:20][c:21]([O:24][CH3:25])[cH:22][cH:23]3)[cH:10][c:11]([C:13](=[O:14])[OH:15])[s:12]2)[cH:6][cH:7]1. The reactants are ClC1=C(C=CC(=C1)Cl)CCNC1=CC(=NC(=N1)OC)C=1C=C(C=CC1)O (3-{6-[2-(2,4-dichloro-phenyl)-ethylamino]-2-methoxy-pyrimidin-4-yl}-phenol), BrC(C(=O)OCC)(C)C (ethyl 2-bromoisobutyrate). Run in C(C)#N (acetonitrile). Conditions: time 2 hour. Yields the product C(C)OC(C(C)(C)OC1=CC(=CC=C1)C1=NC(=NC(=C1)NCCC1=C(C=C(C=C1)Cl)Cl)OC)=O (2-(3-{6-[2-(2,4-dichloro-phenyl)-ethylamino]-2-methoxy-pyrimidin-4-yl}-phenoxy)-2-methyl-propionic acid ethyl ester). Isolated yield 36.9%. As a reaction SMILES: [Cl:1][C:2]1[CH:7]=[C:6]([Cl:8])[CH:5]=[CH:4][C:3]=1[CH2:9][CH2:10][NH:11][C:12]1[N:17]=[C:16]([O:18][CH3:19])[N:15]=[C:14]([C:20]2[CH:21]=[C:22]([OH:26])[CH:23]=[CH:24][CH:25]=2)[CH:13]=1.Br[C:28]([CH3:35])([CH3:34])[C:29]([O:31][CH2:32][CH3:33])=[O:30]>C(#N)C>[CH2:32]([O:31][C:29](=[O:30])[C:28]([O:26][C:22]1[CH:23]=[CH:24][CH:25]=[C:20]([C:14]2[CH:13]=[C:12]([NH:11][CH2:10][CH2:9][C:3]3[CH:4]=[CH:5][C:6]([Cl:8])=[CH:7][C:2]=3[Cl:1])[N:17]=[C:16]([O:18][CH3:19])[N:15]=2)[CH:21]=1)([CH3:35])[CH3:34])[CH3:33]. Reported procedure: A mixture of 3-{6-[2-(2,4-dichloro-phenyl)-ethylamino]-2-methoxy-pyrimidin-4-yl}-phenol [945 mg, 2.42 mmol, Example 35(i)], PS-TBD (3.38 g, 5 mmol), ethyl 2-bromoisobutyrate (888 mL, 605 mmol) and acetonitrile (20 mL) is heated to reflux and stirred for 2 hours. The heating is turned off and the mixture is stirred overnight at ambient temperature. The reaction mixture is filtered to remove the resin and the resin is washed with MeOH (20 mL) and with acetonitrile (20 mL). The combined filtrate an... Starting materials: [OH-].[Na+] (sodium hydroxide), Cl (hydrochloric acid), [N+](=O)([O-])C1=CC2=C(CCCNC2)C=C1 (8-nitro-2,3,4,5-tetrahydro-1H-2-benzazapine), C1CO1 (ethylene oxide). Run at time 8 hour. Procedure details: To a suspension of 8-nitro-2,3,4,5-tetrahydro-1H-2-benzazapine (5.08 g, 22.2 mmol) in ethanol (200 ml) at 0° C. was added 2.5M sodium hydroxide solution (10.0 ml). To this solution, in a pressure bottle, was added ethylene oxide (4.2 ml) and the bottle was capped and stirred at ambient temperature overnight. The solvent was concentrated in vacuo and the residue was partitioned between dichloromethane and dilute sodium hydroxide. The organic phase was dried (magnesium sulfate) and concentrated to... Reaction SMILES: [N+:1]([C:4]1[CH:14]=[CH:13][C:7]2[CH2:8][CH2:9][CH2:10][NH:11][CH2:12][C:6]=2[CH:5]=1)([O-:3])=[O:2].[OH-].[Na+].[CH2:17]1[O:19][CH2:18]1.[ClH:20]>C(O)C.CCOCC>[ClH:20].[OH:19][CH2:18][CH2:17][N:11]1[CH2:10][CH2:9][CH2:8][C:7]2[CH:13]=[CH:14][C:4]([N+:1]([O-:3])=[O:2])=[CH:5][C:6]=2[CH2:12]1 |f:1.2,7.8|. The product is Cl.OCCN1CC2=C(CCC1)C=CC(=C2)[N+](=O)[O-] (2-(2-Hydroxyethyl)-8-nitro-2,3,4,5-tetrahydro-1H-2-benzazepine hydrochloride). Run in CCOCC (ether), C(C)O (ethanol), C(C)O (ethanol), C(C)O (ethanol). Reactants: solution, ClC=1C=CC2=C(C(=NCC(N2)=O)C2=CC=CC=C2)C1 (7-chloro-2,3-dihydro-5-phenyl-1H-1,4-benzodiazepin-2-one), CN(C=O)C (dimethylformamide), C(C#C)Br (propargyl bromide), [Na] (sodium). Run in CO (methanol), C[O-].[Na+] (sodium methoxide), CO (methanol). Reaction conditions: time 4 hour. The product is ClC=1C=CC2=C(C(=NCC(N2CC#C)=O)C2=CC=CC=C2)C1 (7-Chloro-2,3-dihydro-5-phenyl-1-propargyl-1H-1,4-benzodiazepin-2-one). As a reaction SMILES: [Cl:1][C:2]1[CH:3]=[CH:4][C:5]2[NH:11][C:10](=[O:12])[CH2:9][N:8]=[C:7]([C:13]3[CH:18]=[CH:17][CH:16]=[CH:15][CH:14]=3)[C:6]=2[CH:19]=1.[Na].CN(C)C=O.[CH2:26](Br)[C:27]#[CH:28]>C[O-].[Na+].CO>[Cl:1][C:2]1[CH:3]=[CH:4][C:5]2[N:11]([CH2:28][C:27]#[CH:26])[C:10](=[O:12])[CH2:9][N:8]=[C:7]([C:13]3[CH:18]=[CH:17][CH:16]=[CH:15][CH:14]=3)[C:6]=2[CH:19]=1 |f:4.5,^1:19|. Procedure details: 100 ml. of a 1 N solution in sodium methoxide in methanol were added to a solution of 27.05 g (0.1 mol) of 7-chloro-2,3-dihydro-5-phenyl-1H-1,4-benzodiazepin-2-one in 500 ml. of anhydrous methanol. The solvent was driven off under reduced pressure, and the resulting sodium derivative was dissolved in 200 ml. of dimethylformamide. The temperature of the solution was maintained at 10°-15° C. while 10 ml. of propargyl bromide were added dropwise; and the mixture was stirred for about 4 hours, and t... The reactants are BrC=1C=C(CN(C(C2=CC=CC=C2)=O)CCC)C=CC1 (N-(3-bromo benzyl)-N-propylbenzamide), C(=O)C1=CC=C(C=C1)B(O)O (4-formylbenzene boronic acid). Yields the product C(=O)C1=CC=C(C=C1)C1=CC(=CC=C1)CN(C(C1=CC=CC=C1)=O)CCC (N-(4′-Formylbiphenyl-3-ylmethyl)-N-propylbenzamide). The yield is 52.0%. RXN SMILES: Br[C:2]1[CH:3]=[C:4]([CH:18]=[CH:19][CH:20]=1)[CH2:5][N:6]([CH2:15][CH2:16][CH3:17])[C:7](=[O:14])[C:8]1[CH:13]=[CH:12][CH:11]=[CH:10][CH:9]=1.[CH:21]([C:23]1[CH:28]=[CH:27][C:26](B(O)O)=[CH:25][CH:24]=1)=[O:22]>>[CH:21]([C:23]1[CH:28]=[CH:27][C:26]([C:2]2[CH:20]=[CH:19][CH:18]=[C:4]([CH2:5][N:6]([CH2:15][CH2:16][CH3:17])[C:7](=[O:14])[C:8]3[CH:13]=[CH:12][CH:11]=[CH:10][CH:9]=3)[CH:3]=2)=[CH:25][CH:24]=1)=[O:22]. Procedure details: In a manner similar to that of Example 1(e), by reacting 1.4 g (4.2 mmol) of N-(3-bromo benzyl)-N-propylbenzamide with 940 mg (6.2 mmol) of 4-formylbenzene boronic acid, 780 mg (53%) of the expected product are obtained.